Dataset: the Open Reaction Database (ORD), a public repository of structured organic reaction records. Task: describe an organic reaction: reactants, conditions, products, and yield Reactants: IC (iodomethane), COC(C(C(=O)OC)C1=CC(=C(C=C1)[N+](=O)[O-])OCC1=CC=CC=C1)=O (dimethyl-(3-benzyloxy-4-nitrophenyl)malonate), CN1C(CCC1)=O (N-methylpyrrolidinone), [H-].[Na+] (sodium hydride), oil. Run in O (water). Conditions: time 4 hour. Yields the product COC(C(C(=O)OC)(C)C1=CC(=C(C=C1)[N+](=O)[O-])OCC1=CC=CC=C1)=O (dimethyl-2-(3-benzyloxy-4-nitrophenyl)-2-methylmalonate). As a reaction SMILES: [CH3:1][O:2][C:3](=[O:26])[CH:4]([C:9]1[CH:14]=[CH:13][C:12]([N+:15]([O-:17])=[O:16])=[C:11]([O:18][CH2:19][C:20]2[CH:25]=[CH:24][CH:23]=[CH:22][CH:21]=2)[CH:10]=1)[C:5]([O:7][CH3:8])=[O:6].[CH3:27]N1CCCC1=O.[H-].[Na+].IC>O>[CH3:8][O:7][C:5](=[O:6])[C:4]([C:9]1[CH:14]=[CH:13][C:12]([N+:15]([O-:17])=[O:16])=[C:11]([O:18][CH2:19][C:20]2[CH:21]=[CH:22][CH:23]=[CH:24][CH:25]=2)[CH:10]=1)([CH3:27])[C:3]([O:2][CH3:1])=[O:26] |f:2.3|. Procedure: A mixture of dimethyl-(3-benzyloxy-4-nitrophenyl)malonate(2.3 g), N-methylpyrrolidinone(15 mL) and a 60% dispersion of sodium hydride in mineral oil(0.31 g) was stirred under an argon atmosphere at 0° C. for 0.5 h. The mixture was treated with iodomethane(0.8 mL) and stirred at ambient temperature for 4 h then treated with water (50 mL). The precipitate was collected and washed with water and hexane to give dimethyl-2-(3-benzyloxy-4-nitrophenyl)-2-methylmalonate(2.19 g). [m/e374(MH+)]. The reactants are C[O-], Clc1cccc(Cl)c1CBr, [Na+], O, OCCO. The product is OCCOCc1c(Cl)cccc1Cl. As a reaction SMILES: [CH3:1][O-:2].[Cl:8][c:9]1[c:10]([CH2:11][Br:12])[c:13]([Cl:17])[cH:14][cH:15][cH:16]1.[Na+:3].[OH2:18].[OH:4][CH2:5][CH2:6][OH:7]>>[O:4]([CH2:5][CH2:6][OH:7])[CH2:11][c:10]1[c:9]([Cl:8])[cH:16][cH:15][cH:14][c:13]1[Cl:17]. The reactants are CC=1N=C(SC1)N (4-methylthiazol-2-amine), ClC1=C(C=C(C(=O)OCC)C=C1)OC1=CC(=NC=C1)Cl (ethyl 4-chloro-3-(2-chloropyridin-4-yloxy)benzoate), P(=O)([O-])([O-])[O-].[K+].[K+].[K+] (potassium phosphate). The reagents and catalysts are C=1C=CC(=CC1)/C=C/C(=O)/C=C/C2=CC=CC=C2.C=1C=CC(=CC1)/C=C/C(=O)/C=C/C2=CC=CC=C2.C=1C=CC(=CC1)/C=C/C(=O)/C=C/C2=CC=CC=C2.[Pd].[Pd] (Pd2(dba)3), C1(=CC=CC=C1)P(C1=CC=CC=2C(C3=CC=CC(=C3OC12)P(C1=CC=CC=C1)C1=CC=CC=C1)(C)C)C1=CC=CC=C1 (4,5-bis(diphenylphosphino)-9,9-dimethyl-9H-xanthene). The product is ClC1=C(C=C(C(=O)OCC)C=C1)OC1=CC(=NC=C1)NC=1SC=C(N1)C (ethyl 4-chloro-3-(2-(4-methylthiazol-2-ylamino)pyridin-4-yloxy)benzoate). Isolated yield 56.2%. As a reaction SMILES: [CH3:1][C:2]1[N:3]=[C:4]([NH2:7])[S:5][CH:6]=1.[Cl:8][C:9]1[CH:19]=[CH:18][C:12]([C:13]([O:15][CH2:16][CH3:17])=[O:14])=[CH:11][C:10]=1[O:20][C:21]1[CH:26]=[CH:25][N:24]=[C:23](Cl)[CH:22]=1.P([O-])([O-])([O-])=O.[K+].[K+].[K+]>C1C=CC(/C=C/C(/C=C/C2C=CC=CC=2)=O)=CC=1.C1C=CC(/C=C/C(/C=C/C2C=CC=CC=2)=O)=CC=1.C1C=CC(/C=C/C(/C=C/C2C=CC=CC=2)=O)=CC=1.[Pd].[Pd].C1(P(C2C=CC=CC=2)C2C3OC4C(=CC=CC=4P(C4C=CC=CC=4)C4C=CC=CC=4)C(C)(C)C=3C=CC=2)C=CC=CC=1>[Cl:8][C:9]1[CH:19]=[CH:18][C:12]([C:13]([O:15][CH2:16][CH3:17])=[O:14])=[CH:11][C:10]=1[O:20][C:21]1[CH:22]=[CH:23][N:24]=[C:25]([NH:7][C:4]2[S:5][CH:6]=[C:2]([CH3:1])[N:3]=2)[CH:26]=1 |f:2.3.4.5,6.7.8.9.10|. Procedure: Using the method of Example 3, Step B, 4-methylthiazol-2-amine (0.329 g, 2.88 mmol), ethyl 4-chloro-3-(2-chloropyridin-4-yloxy)benzoate (0.900 g, 2.88 mmol), potassium phosphate (0.673 g, 3.17 mmol), Pd2(dba)3 (0.132 g, 0.144 mmol), and 4,5-bis(diphenylphosphino)-9,9-dimethyl-9H-xanthene (0.083 g, 0.144 mmol) were reacted to provide ethyl 4-chloro-3-(2-(4-methylthiazol-2-ylamino)pyridin-4-yloxy)benzoate (0.631 g, 56% yield). 1H NMR (d6-DMSO) δ 10.99 (s, 1H), 8.20 (d, 1H), 7.92 (d, 1H), 7.83-7.87... The reactants are ClC=1N=C(C2=C(N1)C=C(S2)C=2C=C(C(=O)O)C=CC2)N2CCOCC2 (3-(2-Chloro-4-morpholinothieno[3,2-d]pyrimidin-6-yl)benzoic acid), CN(CCN)C (N,N-dimethylethlenediamine). Product: C(C1=CC=CC=C1)(=O)N (benzamide). Reaction SMILES: ClC1N=C(N2CCOCC2)C2SC([C:11]3[CH:12]=[C:13]([CH:17]=[CH:18][CH:19]=3)[C:14](O)=[O:15])=CC=2N=1.C[N:27](C)CCN>>[C:14]([NH2:27])(=[O:15])[C:13]1[CH:17]=[CH:18][CH:19]=[CH:11][CH:12]=1. Procedure: 3-(2-Chloro-4-morpholinothieno[3,2-d]pyrimidin-6-yl)benzoic acid (60 mg) was reacted with N,N-dimethylethlenediamine via General Procedure B to yield 3-(2-chloro-4-morpholinothieno[3,2-d]pyrimidin-6-yl)-N-(2-dimethylamino)ethyl)benzamide. Crude 3-(2-chloro-4-morpholinothieno[3,2-d]pyrimidin-6-yl)-N-(2-dimethylamino)ethyl)benzamide (73 mg) was coupled to 4-(4,4,5,5-tetramethyl-1,3,2-dioxaborolan-2-yl)-1H-indazole 7 via General Procedure A to yield 16 mg of 340. MS (Q1) 528.0 (M)+ The reactants are BrC1=C(C=C(C(=C1OCOC)C)C)C (2-bromo-3-(methoxymethoxy)-1,4,5-trimethylbenzene), C(CCC)[Li].CCCCCC (n-butyllithium hexane), S(=O)(=O)(O[C@@H](C1CO1)C)C1=CC=C(C)C=C1 ((R)-methylglycidyl tosylate), B(F)(F)F.CCOCC (boron trifluoride-diethyl ether). The solvent is O1CCCC1 (tetrahydrofuran), O (water). Conditions: time 15 minute. Yields the product CC1=CC=C(C=C1)S(=O)(=O)OC[C@](CC1=C(C(=C(C=C1C)C)C)OCOC)(C)O ((R)-2-hydroxy-3-[2-(methoxymethoxy)-3,4,6-trimethylphenyl]-2-methylpropyl 4-methylbenzene-sulfonate). Reaction SMILES: Br[C:2]1[C:7]([O:8][CH2:9][O:10][CH3:11])=[C:6]([CH3:12])[C:5]([CH3:13])=[CH:4][C:3]=1[CH3:14].[CH2:15]([Li])CCC.CCCCCC.[S:26]([C:35]1[CH:41]=[CH:40][C:38]([CH3:39])=[CH:37][CH:36]=1)([O:29][C@H:30](C)[CH:31]1[O:33][CH2:32]1)(=[O:28])=[O:27].B(F)(F)F.CCOCC>O1CCCC1.O>[CH3:39][C:38]1[CH:40]=[CH:41][C:35]([S:26]([O:29][CH2:30][C@@:31]([OH:33])([CH3:32])[CH2:12][C:6]2[C:5]([CH3:13])=[CH:4][C:3]([CH3:14])=[C:2]([CH3:15])[C:7]=2[O:8][CH2:9][O:10][CH3:11])(=[O:28])=[O:27])=[CH:36][CH:37]=1 |f:1.2,4.5|. Reported procedure: To a solution of 2-bromo-3-(methoxymethoxy)-1,4,5-trimethylbenzene (3.0 g) in tetrahydrofuran (30 mL) was added 1.6M n-butyllithium/hexane (7.0 mL) dropwise at −78° C. and the mixture was stirred for 15 minutes. To this mixture were added (R)-methylglycidyl tosylate (2.8 g) and boron trifluoride-diethyl ether (1.5 mL), and the resulting mixture was further stirred for 15 minutes. The reaction mixture was warmed up to the room temperature, then diluted with water and extracted with ethyl acetate.... Starting materials: C12(CC3CC(CC(C1)C3)C2)CO (1-adamantanemethanol), C(#N)C=1NC(=CC1)C (2-cyano-5-methylpyrrole), CC1=NNC(=C1B1OC(C(O1)(C)C)(C)C)C (3,5-dimethyl-4-(4,4,5,5-tetramethyl-1,3,2-dioxaborolan-2-yl)-1H-pyrazole). The product is CC1=CC=C(N1CC12OC3CC(CC(C1)C3)C2)C#N (5-methyl-1-(2-oxa-tricyclo[3.3.1.13,7]dec-1-ylmethyl)-1H-pyrrole-2-carbonitrile). As a reaction SMILES: [C:1]12([CH2:11]O)[CH2:10][CH:5]3[CH2:6][CH:7]([CH2:9][CH:3]([CH2:4]3)C1)[CH2:8]2.[C:13]([C:15]1[NH:16][C:17]([CH3:20])=[CH:18][CH:19]=1)#[N:14].CC1C(B2OC(C)(C)C(C)(C)[O:28]2)=C(C)NN=1>>[CH3:20][C:17]1[N:16]([CH2:11][C:1]23[CH2:8][CH:7]4[CH2:6][CH:5]([CH2:4][CH:3]([CH2:9]4)[O:28]2)[CH2:10]3)[C:15]([C:13]#[N:14])=[CH:19][CH:18]=1. Reported procedure: The title compound was prepared by substituting 1-hydroxymethyl-2-oxadamantane for 1-adamantanemethanol and 2-cyano-5-methylpyrrole for 3,5-dimethyl-4-(4,4,5,5-tetramethyl-1,3,2-dioxaborolan-2-yl)-1H-pyrazole in EXAMPLE 2A. Product: CC(C)(C)OC(=O)N1CCOC(c2ccc(Br)cc2F)C1. The reactants are CC(C)(C)OC(=O)N(CCO)CC(O)c1ccc(Br)cc1F, COC(C)(C)C, CC(C)OC(=O)N=NC(=O)OC(C)C, c1ccc(P(c2ccccc2)c2ccccc2)cc1. As a reaction SMILES: [Br:1][c:2]1[cH:3][c:4]([F:22])[c:5]([CH:8]([CH2:9][N:10]([C:11]([O:12][C:13]([CH3:14])([CH3:15])[CH3:16])=[O:17])[CH2:18][CH2:19][OH:20])[OH:21])[cH:6][cH:7]1.[C:56]([O:57][CH3:58])([CH3:59])([CH3:60])[CH3:61].[O:42]=[C:43]([O:44][CH:45]([CH3:46])[CH3:47])[N:48]=[N:49][C:50]([O:51][CH:52]([CH3:53])[CH3:54])=[O:55].[c:23]1([P:24]([c:25]2[cH:26][cH:27][cH:28][cH:29][cH:30]2)[c:31]2[cH:32][cH:33][cH:34][cH:35][cH:36]2)[cH:37][cH:38][cH:39][cH:40][cH:41]1>>[Br:1][c:2]1[cH:3][c:4]([F:22])[c:5]([CH:8]2[CH2:9][N:10]([C:11]([O:12][C:13]([CH3:14])([CH3:15])[CH3:16])=[O:17])[CH2:18][CH2:19][O:21]2)[cH:6][cH:7]1.